This data is from the Open Reaction Database (ORD), a public repository of structured organic reaction records. The task is: describe an organic reaction: reactants, conditions, products, and yield The reactants are N#Cc1ccc(OC(F)(F)F)cc1, [K+], [O-][Br+2]([O-])[O-], O, O=S(=O)(O)O. Yields the product N#Cc1ccc(OC(F)(F)F)c(Br)c1. As a reaction SMILES: [F:1][C:2]([O:3][c:4]1[cH:5][cH:6][c:7]([C:8]#[N:9])[cH:10][cH:11]1)([F:12])[F:13].[K+:19].[O-:20][Br+2:21]([O-:22])[O-:23].[OH2:24].[S:14](=[O:15])(=[O:16])([OH:17])[OH:18]>>[F:1][C:2]([O:3][c:4]1[c:5]([Br:21])[cH:6][c:7]([C:8]#[N:9])[cH:10][cH:11]1)([F:12])[F:13]. The reactants are NC1=NC=CC(=C1)[C@@H]1[C@H](CCC1)OC1=CC(=C(C=C1F)S(=O)(=O)N(C1=NC=NC=C1)CC1=C(C=C(C=C1)OC)OC)F (4-{[(1S*,2R*)-2-(2-aminopyridin-4-yl)cyclopentyl]oxy}-N-(2,4-dimethoxybenzyl)-2,5-difluoro-N-(pyrimidin-4-yl)benzenesulfonamide), C(C)[SiH](CC)CC (triethylsilane), FC(C(=O)O)(F)F (trifluoroacetic acid). The solvent is ClCCl (dichloromethane). The product is NC1=NC=CC(=C1)[C@@H]1[C@H](CCC1)OC1=CC(=C(C=C1F)S(=O)(=O)NC1=NC=NC=C1)F (4-{[(1S*,2R*)-2-(2-Aminopyridin-4-yl)cyclopentyl]oxy}-2,5-difluoro-N-(pyrimidin-4-yl)benzenesulfonamide). Yield: 88.0%. As a reaction SMILES: [NH2:1][C:2]1[CH:7]=[C:6]([C@H:8]2[CH2:12][CH2:11][CH2:10][C@@H:9]2[O:13][C:14]2[C:19]([F:20])=[CH:18][C:17]([S:21]([N:24](CC3C=CC(OC)=CC=3OC)[C:25]3[CH:30]=[CH:29][N:28]=[CH:27][N:26]=3)(=[O:23])=[O:22])=[C:16]([F:42])[CH:15]=2)[CH:5]=[CH:4][N:3]=1.C([SiH](CC)CC)C.FC(F)(F)C(O)=O>ClCCl>[NH2:1][C:2]1[CH:7]=[C:6]([C@H:8]2[CH2:12][CH2:11][CH2:10][C@@H:9]2[O:13][C:14]2[C:19]([F:20])=[CH:18][C:17]([S:21]([NH:24][C:25]3[CH:30]=[CH:29][N:28]=[CH:27][N:26]=3)(=[O:22])=[O:23])=[C:16]([F:42])[CH:15]=2)[CH:5]=[CH:4][N:3]=1. Procedure details: The reaction and aftertreatment were conducted in the same manner as in Example 1b by using the 4-{[(1S*,2R*)-2-(2-aminopyridin-4-yl)cyclopentyl]oxy}-N-(2,4-dimethoxybenzyl)-2,5-difluoro-N-(pyrimidin-4-yl)benzenesulfonamide (185 mg, 0.310 mmol) prepared in Example 36c, triethylsilane (0.20 mL), trifluoroacetic acid (2.0 mL) and dichloromethane (2.0 mL), to yield the title compound (122 mg, 88%) as a colorless solid.